This data is from the Open Reaction Database (ORD), a public repository of structured organic reaction records. The task is: describe an organic reaction: reactants, conditions, products, and yield The yield is 86.0%. RXN SMILES: [CH3:1][CH:2]1[CH2:7][CH2:6][N:5]([C:8]2[CH:13]=[C:12]([CH:14]3[CH2:19][CH2:18][NH:17][CH2:16][CH2:15]3)[CH:11]=[CH:10][C:9]=2[NH:20][C:21]([C:23]2[NH:24][CH:25]=[C:26]([C:28]#[N:29])[CH:27]=2)=[O:22])[CH2:4][CH2:3]1.FC(F)(F)C(O)=O.C([O-])([O-])=O.[Na+].[Na+].[C:43](N1C=CN=C1)([N:45]1[CH:49]=[CH:48][N:47]=[CH:46]1)=[O:44]>CN(C=O)C.C1COCC1.CCOC(C)=O>[N:45]1([C:43]([N:17]2[CH2:18][CH2:19][CH:14]([C:12]3[CH:11]=[CH:10][C:9]([NH:20][C:21]([C:23]4[NH:24][CH:25]=[C:26]([C:28]#[N:29])[CH:27]=4)=[O:22])=[C:8]([N:5]4[CH2:6][CH2:7][CH:2]([CH3:1])[CH2:3][CH2:4]4)[CH:13]=3)[CH2:15][CH2:16]2)=[O:44])[CH:49]=[CH:48][N:47]=[CH:46]1 |f:2.3.4|. Starting materials: C(=O)(N1C=NC=C1)N1C=NC=C1 (carbonyldiimidazole), CC1CCN(CC1)C1=C(C=CC(=C1)C1CCNCC1)NC(=O)C=1NC=C(C1)C#N (4-cyano-1H-pyrrole-2-carboxylic acid [2-(4-methyl-piperidin-1-yl)-4-piperidin-4-yl-phenyl]-amide), FC(C(=O)O)(F)F (trifluoroacetic acid), C(=O)([O-])[O-].[Na+].[Na+] (Na2CO3). Run in C1CCOC1 (THF), CN(C)C=O (DMF), CCOC(=O)C (EtOAc). Yields the product N1(C=NC=C1)C(=O)N1CCC(CC1)C1=CC(=C(C=C1)NC(=O)C=1NC=C(C1)C#N)N1CCC(CC1)C (4-Cyano-1H-pyrrole-2-carboxylic acid [4-[1-(imidazole-1-carbonyl)-piperidin-4-yl]-2-(4-methyl-piperidin-1-yl)-phenyl]-amide). Reported procedure: To a mixture of 4-cyano-1H-pyrrole-2-carboxylic acid [2-(4-methyl-piperidin-1-yl)-4-piperidin-4-yl-phenyl]-amide bis(trifluoroacetic acid salt) (as prepared in Example 35, 20.0 mg, 0.0320 mmol) and anh Na2CO3 (6.8 mg, 0.065 mmol) in 0.30 mL of DMF was added carbonyldiimidazole (11 mg, 0.068 mmol) in 0.3 mL of THF at RT. The mixture was stirred at RT for 2 h. Treated with 20 mL of EtOAc, the mixture was washed with H2O, brine and dried with Na2SO4. Removal of the solvent under reduced pressure fo... Conditions: time 2 hour.